From a dataset of the Open Reaction Database (ORD), a public repository of structured organic reaction records. describe an organic reaction: reactants, conditions, products, and yield Reactants: CC(=O)CC(C)C, CC(C)CC=CC(C)CCCl, [I-], [Na+]. Product: CC(C)CC=CC(C)CCI. RXN SMILES: [CH3:14][C:15]([CH2:16][CH:17]([CH3:18])[CH3:19])=[O:20].[Cl:1][CH2:2][CH2:3][CH:4]([CH:5]=[CH:6][CH2:7][CH:8]([CH3:9])[CH3:10])[CH3:11].[I-:13].[Na+:12]>>[CH2:2]([CH2:3][CH:4]([CH:5]=[CH:6][CH2:7][CH:8]([CH3:9])[CH3:10])[CH3:11])[I:13].